This data is from the Open Reaction Database (ORD), a public repository of structured organic reaction records. The task is: describe an organic reaction: reactants, conditions, products, and yield Starting materials: ClC1=CC=C(CCl)C=C1 (4-chlorobenzyl chloride), Grignard reagent, Cl[Si](CCCCCl)(C)C (chlorodimethyl-4-chloro-n-butylsilane), [Mg] (magnesium), C(CC(O)(C(=O)O)CC(=O)O)(=O)O (citric acid). Run in C(C)OCC (diethyl ether), CCOCC (ether), O (water), O (water). Product: ClC1=CC=C(C[Si](CCCCCl)(C)C)C=C1 (4-chlorobenzyldimethyl-4-chloro-n-butylsilane). Reaction SMILES: [Mg].[Cl:2][C:3]1[CH:10]=[CH:9][C:6]([CH2:7]Cl)=[CH:5][CH:4]=1.Cl[Si:12]([CH3:19])([CH3:18])[CH2:13][CH2:14][CH2:15][CH2:16][Cl:17].C(O)(=O)CC(CC(O)=O)(C(O)=O)O>C(OCC)C.O>[Cl:2][C:3]1[CH:10]=[CH:9][C:6]([CH2:7][Si:12]([CH3:19])([CH3:18])[CH2:13][CH2:14][CH2:15][CH2:16][Cl:17])=[CH:5][CH:4]=1. Reported procedure: In a 500 ml glass reactor fitted with a mechanically driven stirrer, thermometer, nitrogen inlet, dropping funnel and water-cooled reflux condenser was charged 7.9 g magnesium chip. Via the dropping funnel was added a solution of 47.5 g 4-chlorobenzyl chloride in 200 ml diethyl ether with stirring over a period of 1/2 an hour. After the addition was complete, the reaction was refluxed for 1/2 hour, then cooled to room temperature. To the Grignard reagent was added a solution of 31.0 g chlorodime... Reactants: Cl (hydrogen chloride), C(C)(C)(C)OC(N[C@H]1C(N(CCC1)CC=1NC(=CN1)C1=CC=C(C=C1)C1=CC=C(C=C1)C=1NC(=NC1)C1N(CCC1)C(C(C(C)C)NC(=O)OC)=O)=O)=O ((R)-{1-[5-(4′-{2-[1-(2-Methoxycarbonylamino-3-methyl-butyryl)-pyrrolidin-2-yl]-3H-imidazol-4-yl}-biphenyl-4-yl)-1H-imidazol-2-yl methyl]-2-oxo-piperidin-3-yl}-carbamic acid tert-butyl ester). The solvent is O1CCOCC1 (dioxane), ClCCl (dichloromethane). Run at time 1 hour. Product: COC(N[C@H](C(C)C)C(=O)N1C(CCC1)C=1NC(=CN1)C1=CC=C(C=C1)C1=CC=C(C=C1)C=1NC(=NC1)CN1C(C(CCC1)N)=O)=O ((R)-{1-[2-(5-{4′-[2-(3-amino-2-oxo-piperidin-1-ylmethyl)-3H-imidazol-4-yl]-biphenyl-4-yl}-1H-imidazol-2-yl)-pyrrolidine-1-carbonyl]-2-methyl-propyl}-carbamic acid methyl ester). As a reaction SMILES: Cl.C(OC(=O)[NH:8][C@@H:9]1[CH2:14][CH2:13][CH2:12][N:11]([CH2:15][C:16]2[NH:17][C:18]([C:21]3[CH:26]=[CH:25][C:24]([C:27]4[CH:32]=[CH:31][C:30]([C:33]5[NH:34][C:35]([CH:38]6[CH2:42][CH2:41][CH2:40][N:39]6[C:43](=[O:53])[CH:44]([NH:48][C:49]([O:51][CH3:52])=[O:50])[CH:45]([CH3:47])[CH3:46])=[N:36][CH:37]=5)=[CH:29][CH:28]=4)=[CH:23][CH:22]=3)=[CH:19][N:20]=2)[C:10]1=[O:54])(C)(C)C>O1CCOCC1.ClCCl>[CH3:52][O:51][C:49](=[O:50])[NH:48][C@@H:44]([C:43]([N:39]1[CH2:40][CH2:41][CH2:42][CH:38]1[C:35]1[NH:34][C:33]([C:30]2[CH:29]=[CH:28][C:27]([C:24]3[CH:25]=[CH:26][C:21]([C:18]4[NH:17][C:16]([CH2:15][N:11]5[CH2:12][CH2:13][CH2:14][CH:9]([NH2:8])[C:10]5=[O:54])=[N:20][CH:19]=4)=[CH:22][CH:23]=3)=[CH:32][CH:31]=2)=[CH:37][N:36]=1)=[O:53])[CH:45]([CH3:47])[CH3:46]. Reported procedure: A solution of hydrogen chloride (4N, 8 mL) in dioxane was added to a solution of (R)-{1-[5-(4′-{2-[1-(2-Methoxycarbonylamino-3-methyl-butyryl)-pyrrolidin-2-yl]-3H-imidazol-4-yl}-biphenyl-4-yl)-1H-imidazol-2-yl methyl]-2-oxo-piperidin-3-yl}-carbamic acid tert-butyl ester (175 mg, 0.24 mmol) in dichloromethane (2 mL). After 1 hour the solvent was removed under reduced pressure. The resulting residue was placed on a high vacuum for 1 hour to provide (R)-{1-[2-(5-{4′-[2-(3-amino-2-oxo-piperidin-1-yl... Starting materials: CC(=O)OC(C)=O, CCCCC(C)(O)CC=CC1C=CC(=O)C1CCCCCCC(=O)CO, c1ccncc1. Yields the product CCCCC(C)(O)CC=CC1C=CC(=O)C1CCCCCCC(=O)COC(C)=O. Reaction SMILES: [CH3:27][C:28](=[O:29])[O:30][C:31](=[O:32])[CH3:33].[O:1]=[C:2]([CH2:3][CH2:4][CH2:5][CH2:6][CH2:7][CH2:8][CH:9]1[C:10](=[O:24])[CH:11]=[CH:12][CH:13]1[CH:14]=[CH:15][CH2:16][C:17]([CH2:18][CH2:19][CH2:20][CH3:21])([CH3:22])[OH:23])[CH2:25][OH:26].[cH:34]1[cH:35][cH:36][n:37][cH:38][cH:39]1>>[O:1]=[C:2]([CH2:3][CH2:4][CH2:5][CH2:6][CH2:7][CH2:8][CH:9]1[C:10](=[O:24])[CH:11]=[CH:12][CH:13]1[CH:14]=[CH:15][CH2:16][C:17]([CH2:18][CH2:19][CH2:20][CH3:21])([CH3:22])[OH:23])[CH2:25][O:26][C:28]([CH3:27])=[O:29]. The reactants are O (Water), C1(=CC=CC=C1)[Mg]Br (phenyl magnesium bromide), C1CCOC1 (THF), C(C1=CC=CC=C1)N1CC(CCC1)=O (1-benzyl-3-piperidinone). The solvent is C1(=CC=CC=C1)C (toluene). Reaction conditions: temperature 0 celsius. Yields the product C(C1=CC=CC=C1)N1CC(CCC1)(O)C1=CC=CC=C1 (1-benzyl-3-phenyl-3-hydroxypiperidine). Yield: 80.0%. Reaction SMILES: [CH2:1]([N:8]1[CH2:13][CH2:12][CH2:11][C:10](=[O:14])[CH2:9]1)[C:2]1[CH:7]=[CH:6][CH:5]=[CH:4][CH:3]=1.[C:15]1([Mg]Br)[CH:20]=[CH:19][CH:18]=[CH:17][CH:16]=1.C1COCC1.O>C1(C)C=CC=CC=1>[CH2:1]([N:8]1[CH2:13][CH2:12][CH2:11][C:10]([C:15]2[CH:20]=[CH:19][CH:18]=[CH:17][CH:16]=2)([OH:14])[CH2:9]1)[C:2]1[CH:3]=[CH:4][CH:5]=[CH:6][CH:7]=1. Reported procedure: To a solution of 1-benzyl-3-piperidinone (0.193 g, 1.02 mmol) in toluene dry (10 mL) cooled at 0° C. was added a solution of phenyl magnesium bromide 3.1M in THF (0.48 mL, 1.4 mmol). The resulting solution was maintained at 0° C. for 2 h, then was allowed to warm at 25° C. for 1 h. Water (50 mL) was added and the mixture was extracted with EtOAc (2×50 mL). The collected organic phase was dried and concentrated under reduced pressure. The crude compound was purified by flash chromatography on sil... Reactants: [OH-].[K+] (KOH), [NH2-].[Na+] (sodium amide), [K+].[Br-] (KBr), BrCC#C (3-bromo-1-propyne), N (ammonia), BrC=1C=CC=2NC3=CC=CC=C3C2C1 (3-bromocarbazole), N (ammonia). Run in liquid. Conditions: temperature -33 celsius, time 3 hour. Yields the product C(C#C)N1C2=CC=CC=C2C=2C=C(C=CC12)Br (N-(2-propynyl)-3-bromocarbazole). Isolated yield 95.0%. Reaction SMILES: [OH-].[K+].N.[Br:4][C:5]1[CH:6]=[CH:7][C:8]2[NH:9][C:10]3[C:15]([C:16]=2[CH:17]=1)=[CH:14][CH:13]=[CH:12][CH:11]=3.[NH2-].[Na+].Br[CH2:21][C:22]#[CH:23].[K+].[Br-]>>[CH2:23]([N:9]1[C:8]2[CH:7]=[CH:6][C:5]([Br:4])=[CH:17][C:16]=2[C:15]2[C:10]1=[CH:11][CH:12]=[CH:13][CH:14]=2)[C:22]#[CH:21] |f:0.1,4.5,7.8|. Procedure: A 500 ml, three-necked, round bottom flask was fitted with mechanical stirrers, thermometer, Dry Ice/acetone reflex condenser (with KOH drying tube) and addition funnel. To the flask was added 210 ml of liquid ammonia and 8.7 g (0.035 mole) of 3-bromocarbazole (from Example 16A). To this mixture was added 1.52 g (0.039 mole) of sodium amide at -33° C. The resulting mixture was stirred mechanically at -33° C for 3 hr. The mixture was then cooled to -55° C and 5.9 g (0.049 mole) of 3-bromo-1-propy... Reactants: COC1=CC=C(CN(C2=NC=C(C=N2)C=2C3=C(N=C(N2)N2CCOCC2)NCC3)CC3=CC=C(C=C3)OC)C=C1 (bis-(4-methoxy-benzyl)-[5-(2-morpholin-4-yl-6,7-dihydro-5H-pyrrolo[2,3-d]pyrimidin-4-yl)-pyrimidin-2-yl]-amine), BrC=1C=C(C(=O)NCC=2C=NC=CC2)C=CC1C (3-bromo-4-methyl-N-pyridin-3-ylmethyl-benzamide). Yields the product COC1=CC=C(CN(C2=NC=C(C=N2)C=2C3=C(N=C(N2)N2CCOCC2)N(CC3)C=3C=C(C(=O)NCC=2C=NC=CC2)C=CC3C)CC3=CC=C(C=C3)OC)C=C1 (3-(4-{2-[bis-(4-methoxy-benzyl)-amino]-pyrimidin-5-yl}-2-morpholin-4-yl-5,6-dihydro-pyrrolo[2,3-d]pyrimidin-7-yl)-4-methyl-N-pyridin-3-ylmethyl-benzamide). Reaction SMILES: [CH3:1][O:2][C:3]1[CH:40]=[CH:39][C:6]([CH2:7][N:8]([CH2:30][C:31]2[CH:36]=[CH:35][C:34]([O:37][CH3:38])=[CH:33][CH:32]=2)[C:9]2[N:14]=[CH:13][C:12]([C:15]3[C:16]4[CH2:29][CH2:28][NH:27][C:17]=4[N:18]=[C:19]([N:21]4[CH2:26][CH2:25][O:24][CH2:23][CH2:22]4)[N:20]=3)=[CH:11][N:10]=2)=[CH:5][CH:4]=1.Br[C:42]1[CH:43]=[C:44]([CH:55]=[CH:56][C:57]=1[CH3:58])[C:45]([NH:47][CH2:48][C:49]1[CH:50]=[N:51][CH:52]=[CH:53][CH:54]=1)=[O:46]>>[CH3:38][O:37][C:34]1[CH:33]=[CH:32][C:31]([CH2:30][N:8]([CH2:7][C:6]2[CH:5]=[CH:4][C:3]([O:2][CH3:1])=[CH:40][CH:39]=2)[C:9]2[N:10]=[CH:11][C:12]([C:15]3[C:16]4[CH2:29][CH2:28][N:27]([C:42]5[CH:43]=[C:44]([CH:55]=[CH:56][C:57]=5[CH3:58])[C:45]([NH:47][CH2:48][C:49]5[CH:50]=[N:51][CH:52]=[CH:53][CH:54]=5)=[O:46])[C:17]=4[N:18]=[C:19]([N:21]4[CH2:26][CH2:25][O:24][CH2:23][CH2:22]4)[N:20]=3)=[CH:13][N:14]=2)=[CH:36][CH:35]=1. Procedure details: Using bis-(4-methoxy-benzyl)-[5-(2-morpholin-4-yl-6,7-dihydro-5H-pyrrolo[2,3-d]pyrimidin-4-yl)-pyrimidin-2-yl]-amine (70 mg) and 3-bromo-4-methyl-N-pyridin-3-ylmethyl-benzamide (60 mg) instead of 4-chloropicolinic acid t-butylamide, in the same manner as Example 1-D-07, a crude product of 3-(4-{2-[bis-(4-methoxy-benzyl)-amino]-pyrimidin-5-yl}-2-morpholin-4-yl-5,6-dihydro-pyrrolo[2,3-d]pyrimidin-7-yl)-4-methyl-N-pyridin-3-ylmethyl-benzamide was obtained, and then the PMB groups were removed accor... Reactants: ClC1=CC2=C(C=N1)N(C=N2)CC2=CC=C(C=C2)OC (6-chloro-3-(4-methoxybenzyl)-3H-imidazo[4,5-c]pyridine), C(CCC)[Sn](C(=C)OCC)(CCCC)CCCC (tributyl(1-ethoxyvinyl)stannane). Reagents/catalysts: C=1C=CC(=CC1)[P](C=2C=CC=CC2)(C=3C=CC=CC3)[Pd]([P](C=4C=CC=CC4)(C=5C=CC=CC5)C=6C=CC=CC6)([P](C=7C=CC=CC7)(C=8C=CC=CC8)C=9C=CC=CC9)[P](C=1C=CC=CC1)(C=1C=CC=CC1)C=1C=CC=CC1 (Pd (PPh3)4). The solvent is CN1CCCC1=O (NMP). Conditions: temperature 140 celsius. Yields the product C(C)OC(=C)C1=CC2=C(C=N1)N(C=N2)CC2=CC=C(C=C2)OC (6-(1-ethoxyvinyl)-3-(4-methoxybenzyl)-3H-imidazo[4,5-c]pyridine). Isolated yield 77.7%. RXN SMILES: Cl[C:2]1[N:7]=[CH:6][C:5]2[N:8]([CH2:11][C:12]3[CH:17]=[CH:16][C:15]([O:18][CH3:19])=[CH:14][CH:13]=3)[CH:9]=[N:10][C:4]=2[CH:3]=1.C([Sn](CCCC)(CCCC)[C:25]([O:27][CH2:28][CH3:29])=[CH2:26])CCC>CN1C(=O)CCC1.C1C=CC([P]([Pd]([P](C2C=CC=CC=2)(C2C=CC=CC=2)C2C=CC=CC=2)([P](C2C=CC=CC=2)(C2C=CC=CC=2)C2C=CC=CC=2)[P](C2C=CC=CC=2)(C2C=CC=CC=2)C2C=CC=CC=2)(C2C=CC=CC=2)C2C=CC=CC=2)=CC=1>[CH2:28]([O:27][C:25]([C:2]1[N:7]=[CH:6][C:5]2[N:8]([CH2:11][C:12]3[CH:17]=[CH:16][C:15]([O:18][CH3:19])=[CH:14][CH:13]=3)[CH:9]=[N:10][C:4]=2[CH:3]=1)=[CH2:26])[CH3:29] |^1:48,50,69,88|. Procedure: A mixture of 6-chloro-3-(4-methoxybenzyl)-3H-imidazo[4,5-c]pyridine (500 mg, 1.83 mmol), tributyl(1-ethoxyvinyl)stannane (866 mg, 2.40 mmol), Pd (PPh3)4 (243 mg, 0.27 mmol) in NMP (10 mL) was heated at 140° C. for 72 h. The reaction mixture was quenched with water and extracted with EtOAc (50 mL×3). The combined extracts were washed with water (100 mL) and brine (50 mL), dried (MgSO4) filtered and concentrated under reduced pressure. The residue was purified by SiO2 chromatography eluting with 3... The reactants are CC1=C(C=CC(N1)=O)C(CC)=O (6-methyl-5-(n-propanoyl)-2(1H)-pyridinone), COC(N(C)C)OC (dimethylformamide dimethyl acetal). Solvent: CN(C=O)C (dimethylformamide). The product is CN(C=CC1=C(C=CC(N1)=O)C(CC)=O)C (6-(2-dimethylaminoethenyl)-5-(n-propanoyl)-2(1H)-pyridinone). Reaction SMILES: [CH3:1][C:2]1[NH:7][C:6](=[O:8])[CH:5]=[CH:4][C:3]=1[C:9](=[O:12])[CH2:10][CH3:11].CO[CH:15](OC)[N:16]([CH3:18])[CH3:17]>CN(C)C=O>[CH3:15][N:16]([CH3:18])[CH:17]=[CH:1][C:2]1[NH:7][C:6](=[O:8])[CH:5]=[CH:4][C:3]=1[C:9](=[O:12])[CH2:10][CH3:11]. Procedure details: A mixture containing 25 g of 6-methyl-5-(n-propanoyl)-2(1H)-pyridinone, 200 ml of dimethylformamide and 25 ml of dimethylformamide dimethyl acetal was heated on a steam bath for 5 and 1/2 hours and the dimethylformamide was removed by heating the reaction mixture on a rotary evaporator. The residue was refluxed with 100 ml of ethanol, the mixture cooled, and the yellow solid was collected, washed with ethanol and dried in an oven at 90°-95° C. to yield 12.8 g of 6-(2-dimethylaminoethenyl)-5-(n-p... Starting materials: CC(C(=O)NC(CCC(=O)[O-])C(N)=O)N(Cc1ccccc1)C(=O)C1(C)Sc2ccccc2NC1=O, CO. The product is CC(NC(=O)C1(C)Sc2ccccc2NC1=O)C(=O)NC(CCC(=O)O)C(N)=O. Reaction SMILES: [CH2:1]([c:2]1[cH:3][cH:4][cH:5][cH:6][cH:7]1)[N:8]([CH:9]([CH3:10])[C:11](=[O:12])[NH:13][CH:14]([CH2:15][CH2:16][C:17](=[O:18])[O-:19])[C:20]([NH2:21])=[O:22])[C:23](=[O:24])[C:25]1([CH3:36])[S:26][c:27]2[c:28]([cH:32][cH:33][cH:34][cH:35]2)[NH:29][C:30]1=[O:31].[CH3:37][OH:38]>>[NH:8]([CH:9]([CH3:10])[C:11](=[O:12])[NH:13][CH:14]([CH2:15][CH2:16][C:17](=[O:18])[OH:19])[C:20]([NH2:21])=[O:22])[C:23](=[O:24])[C:25]1([CH3:36])[S:26][c:27]2[c:28]([cH:32][cH:33][cH:34][cH:35]2)[NH:29][C:30]1=[O:31]. Starting materials: C(C)(C)(C)C=1C=C(C=CC1)C1=CC(=CC=C1)C=1N=C(C2=CC(=C(C=C2C1)OC)OC)C=O (3-(3′-(tert-Butyl)-[1,1′-biphenyl]-3-yl)-6,7-dimethoxyisoquinoline-1-carbaldehyde), [BH4-].[Na+] (NaBH4), CC(=O)C (acetone). Solvent: C(C)O (ethanol). Run at time 1 hour. The product is CCOC(=O)C.CCCCCC (EtOAc hexane). Yield: 52.0%. Reaction SMILES: [C:1]([C:5]1C=C(C2C=CC=C(C3N=C(C=O)C4C(C=3)=C[C:23]([O:27]C)=[C:22](OC)C=4)C=2)[CH:8]=[CH:9][CH:10]=1)(C)(C)[CH3:2].[BH4-].[Na+].C[C:36]([CH3:38])=[O:37]>C(O)C>[CH3:22][CH2:23][O:27][C:36]([CH3:38])=[O:37].[CH3:2][CH2:1][CH2:5][CH2:10][CH2:9][CH3:8] |f:1.2,5.6|. Procedure details: 3-(3′-(tert-Butyl)-[1,1′-biphenyl]-3-yl)-6,7-dimethoxyisoquinoline-1-carbaldehyde (52 mg) in 4 mL ethanol was treated slowly with NaBH4 (14 mg, 3 eq.) at room temperature. Reaction was stirred for 1 hour then 2 mL acetone was added and solution was filtered through filter paper. Filtrate was concentrated then re-dissolved in DCM and washed with H2O. Organic layer was dried over sodium sulfate and concentrated. Chromatography achieved using ISCO max gradient 50% EtOAc/hexane yielding product as a...